From a dataset of the Open Reaction Database (ORD), a public repository of structured organic reaction records. describe an organic reaction: reactants, conditions, products, and yield The reactants are NCCCCN1CCC(CC1)OC(C1=CC=CC=C1)C1=CC=CC=C1 (1-(4-aminobutyl)-4-diphenylmethoxypiperidine), C1=2C(=O)OC(NC1=CC=CC2)=O (isatoic anhydride). The product is NC1=C(C(=O)NCCCCN2CCC(CC2)OC(C2=CC=CC=C2)C2=CC=CC=C2)C=CC=C1 (2-Amino-N-[4-(4-diphenylmethoxypiperidino)butyl]benzamide). The yield is 100.0%. RXN SMILES: [NH2:1][CH2:2][CH2:3][CH2:4][CH2:5][N:6]1[CH2:11][CH2:10][CH:9]([O:12][CH:13]([C:20]2[CH:25]=[CH:24][CH:23]=[CH:22][CH:21]=2)[C:14]2[CH:19]=[CH:18][CH:17]=[CH:16][CH:15]=2)[CH2:8][CH2:7]1.[C:26]12[C:32](=[CH:33][CH:34]=[CH:35][CH:36]=1)[NH:31]C(=O)O[C:27]2=[O:28]>>[NH2:31][C:32]1[CH:33]=[CH:34][CH:35]=[CH:36][C:26]=1[C:27]([NH:1][CH2:2][CH2:3][CH2:4][CH2:5][N:6]1[CH2:11][CH2:10][CH:9]([O:12][CH:13]([C:20]2[CH:25]=[CH:24][CH:23]=[CH:22][CH:21]=2)[C:14]2[CH:19]=[CH:18][CH:17]=[CH:16][CH:15]=2)[CH2:8][CH2:7]1)=[O:28]. Reported procedure: Using the method similar to that in Reference Example 1 and using 1-(4-aminobutyl)-4-diphenylmethoxypiperidine instead of 4-methoxybenzylamine and starting from isatoic anhydride (3.18 g), the title compound (9.14 g, about 100%) was synthesized. Recrystallization from ethyl acetate-isopropyl ether yielded a colorless crystal, melting point 74.0 to 75.0° C. The reactants are ClC=1C(=C(C=O)C=CC1OC)OC (3-Chloro-2,4-dimethoxybenzaldehyde), B(Br)(Br)Br (BBr3). Solvent: C(Cl)Cl (CH2Cl2). Conditions: temperature 0 celsius, time 1 hour. Yields the product ClC=1C(=C(C=O)C=CC1OC)O (3-Chloro-2-hydroxy-4-methoxybenzaldehyde). As a reaction SMILES: [Cl:1][C:2]1[C:3]([O:12]C)=[C:4]([CH:7]=[CH:8][C:9]=1[O:10][CH3:11])[CH:5]=[O:6].B(Br)(Br)Br>C(Cl)Cl>[Cl:1][C:2]1[C:3]([OH:12])=[C:4]([CH:7]=[CH:8][C:9]=1[O:10][CH3:11])[CH:5]=[O:6]. Procedure details: To a solution of 72.0 g. (0.359 mol) of (13h) in 450 ml. of CH2Cl2 at -50° C. under N2 was added dropwise 90.0 g. (0.359 mol) of BBr3. After the addition was complete, the reaction mixture was warmed to 0° C. and stirred for 1 hour. The reaction mixture was then poured into 500 ml. of ice-water and extracted with EtOAc. The organic solution was washed with aqueous NaCl and dried over Na2SO4. Evaporation of the EtOAc gave a residue that was rapidly passed through a silica gel column eluting with ... The reactants are FC(C(=O)O)(F)F (trifluoroacetic acid), C(C)[SiH](CC)CC (triethylsilane), ClC=1SC=C(N1)C(CBr)=O (2-chloro-4-bromoacetyl-thiazole), OCCNC(CC1=CC=C(C=C1)OCC(=O)OC)C (N-(2-hydroxyethyl)-2-(4-carbomethoxymethoxyphenyl)-1-methylethylamine), C(O)([O-])=O.[K+] (potassium hydrogen carbonate). The solvent is CC(=O)C (acetone). Yields the product C(=O)(OC)COC1=CC=C(C=C1)CC(C)N1CC(OCC1)C=1N=C(SC1)Cl (N-[2-(4-Carbomethoxymethoxyphenyl)-1-methylethyl]-2-(2-chloro-thiazol-4-yl)morpholine). Reaction SMILES: [Cl:1][C:2]1[S:3][CH:4]=[C:5]([C:7](=[O:10])[CH2:8]Br)[N:6]=1.O[CH2:12][CH2:13][NH:14][CH:15]([CH3:29])[CH2:16][C:17]1[CH:22]=[CH:21][C:20]([O:23][CH2:24][C:25]([O:27][CH3:28])=[O:26])=[CH:19][CH:18]=1.C(=O)([O-])O.[K+].FC(F)(F)C(O)=O.C([SiH](CC)CC)C>CC(C)=O>[C:25]([CH2:24][O:23][C:20]1[CH:21]=[CH:22][C:17]([CH2:16][CH:15]([N:14]2[CH2:13][CH2:12][O:10][CH:7]([C:5]3[N:6]=[C:2]([Cl:1])[S:3][CH:4]=3)[CH2:8]2)[CH3:29])=[CH:18][CH:19]=1)([O:27][CH3:28])=[O:26] |f:2.3|. Procedure details: Prepared by analogy to Example 32 by reaction of 5 g (0.0208 mol) of 2-chloro-4-bromoacetyl-thiazole with 5.6 g (0.021 mol) of N-(2-hydroxyethyl)-2-(4-carbomethoxymethoxyphenyl)-1-methylethylamine in 200 ml of acetone and 6.3 g (0.063 mol) of potassium hydrogen carbonate over 20 hours at room temperature. The reduction is carried out in 41 ml of trifluoroacetic acid using 3.5 g (0.029 mol) of triethylsilane for 24 hours. The crude product is purified on a silica gel column using methylene chlori...